This data is from the Open Reaction Database (ORD), a public repository of structured organic reaction records. The task is: describe an organic reaction: reactants, conditions, products, and yield Starting materials: CCOC(C)=O, Clc1ncnc2c1[nH]c1ccccc12, Cl, NCc1ccccc1. Product: c1ccc(CNc2ncnc3c2[nH]c2ccccc23)cc1. As a reaction SMILES: [CH3:24][CH2:25][O:26][C:27]([CH3:28])=[O:29].[Cl:2][c:3]1[c:4]2[c:5]([n:6][cH:7][n:8]1)[c:9]1[cH:10][cH:11][cH:12][cH:13][c:14]1[nH:15]2.[ClH:1].[NH2:16][CH2:17][c:18]1[cH:19][cH:20][cH:21][cH:22][cH:23]1>>[c:3]1([NH:16][CH2:17][c:18]2[cH:19][cH:20][cH:21][cH:22][cH:23]2)[c:4]2[c:5]([n:6][cH:7][n:8]1)[c:9]1[cH:10][cH:11][cH:12][cH:13][c:14]1[nH:15]2.